This data is from the Open Reaction Database (ORD), a public repository of structured organic reaction records. The task is: describe an organic reaction: reactants, conditions, products, and yield The reactants are FC1=C(C(=O)O)C=CN=C1 (3-fluoroisonicotinic acid), NC1=CC=C2C(C(N(C2=C1)C1CC1)=O)(C)C (6-amino-1-cyclopropyl-3,3-dimethyl-1,3-dihydro-indol-2-one). The product is C1(CC1)N1C(C(C2=CC=C(C=C12)NC(C1=C(C=NC=C1)F)=O)(C)C)=O (N-(1-Cyclopropyl-3,3-dimethyl-2-oxoindolin-6-yl)-3-fluoroisonicotinamide). As a reaction SMILES: [F:1][C:2]1[CH:10]=[N:9][CH:8]=[CH:7][C:3]=1[C:4]([OH:6])=O.[NH2:11][C:12]1[CH:20]=[C:19]2[C:15]([C:16]([CH3:26])([CH3:25])[C:17](=[O:24])[N:18]2[CH:21]2[CH2:23][CH2:22]2)=[CH:14][CH:13]=1>>[CH:21]1([N:18]2[C:19]3[C:15](=[CH:14][CH:13]=[C:12]([NH:11][C:4](=[O:6])[C:3]4[CH:7]=[CH:8][N:9]=[CH:10][C:2]=4[F:1])[CH:20]=3)[C:16]([CH3:25])([CH3:26])[C:17]2=[O:24])[CH2:23][CH2:22]1. Procedure details: Prepared in analogy to example 26 from 3-fluoroisonicotinic acid and 6-amino-1-cyclopropyl-3,3-dimethyl-1,3-dihydro-indol-2-one (example 14c). The title compound was obtained as light yellow solid. Starting materials: compound, CN(CCO)C (N,N-dimethylethanolamine), COC1=CC=C(C=C1)B(O)C(C1=CC=CC=C1)OC(C1=CC=CC=C1)B(O)C1=CC=C(C=C1)OC (bis(4,4′-(p-methoxyphenyl-hydroxyboryl)benzyl) ether). Solvent: C(C)O (ethanol). The product is COC1=CC=C(C=C1)B(OCCN(C)C)C(C1=CC=CC=C1)OC(C1=CC=CC=C1)B(OCCN(C)C)C1=CC=C(C=C1)OC (Bis(4,4′-(p-methoxyphenyl-N,N-dimethylaminoethoxyboryl)benzyl) ether). RXN SMILES: [CH3:1][N:2]([CH3:6])[CH2:3][CH2:4][OH:5].[CH3:7][O:8][C:9]1[CH:14]=[CH:13][C:12]([B:15]([CH:17]([O:24][CH:25]([B:32]([C:34]2[CH:39]=[CH:38][C:37]([O:40][CH3:41])=[CH:36][CH:35]=2)[OH:33])[C:26]2[CH:31]=[CH:30][CH:29]=[CH:28][CH:27]=2)[C:18]2[CH:23]=[CH:22][CH:21]=[CH:20][CH:19]=2)O)=[CH:11][CH:10]=1>C(O)C>[CH3:7][O:8][C:9]1[CH:14]=[CH:13][C:12]([B:15]([CH:17]([O:24][CH:25]([B:32]([C:34]2[CH:35]=[CH:36][C:37]([O:40][CH3:41])=[CH:38][CH:39]=2)[O:33][CH2:4][CH2:3][N:2]([CH3:6])[CH3:1])[C:26]2[CH:31]=[CH:30][CH:29]=[CH:28][CH:27]=2)[C:18]2[CH:23]=[CH:22][CH:21]=[CH:20][CH:19]=2)[O:5][CH2:4][CH2:3][N:2]([CH3:6])[CH3:1])=[CH:11][CH:10]=1. Reported procedure: The entitled compound (51 mg) was obtained by allowing 22 mg of N,N-dimethylethanolamine to act on 85 mg of bis(4,4′-(p-methoxyphenyl-hydroxyboryl)benzyl) ether in 0.5 mL of ethanol. Starting materials: oil, C1CCCC2=CC=CC=C12 (tetralin), C(CCCCCCCCCCC)C1SCCC1 (2-n-dodecyltetrahydrothiophene). The product is C1CCCC2=CC=CC=C12 (tetralin), S1C=CC=C1 (thiophene). RXN SMILES: [CH2:1]1[C:10]2[C:5](=[CH:6][CH:7]=[CH:8][CH:9]=2)[CH2:4][CH2:3][CH2:2]1.C([CH:23]1[CH2:27][CH2:26][CH2:25][S:24]1)CCCCCCCCCCC>>[CH2:9]1[C:10]2[C:5](=[CH:4][CH:3]=[CH:2][CH:1]=2)[CH2:6][CH2:7][CH2:8]1.[S:24]1[CH:25]=[CH:26][CH:27]=[CH:23]1. Procedure details: A sample of the C16 alkylate of tetralin (0.5999 g) and 2-n-dodecyltetrahydrothiophene (0.0482 g) was added to the synthetic wax isomerate base oil (29.3522 g) of Example 7 and the mixture was stirred to give a homogeneous solution (2.0 wt % tetralin and 0.16 wt % thiophene (0.02 wt % sulfur)). A 25 gram aliquot was oxidized in the copper catalyzed IP306 oxidation test, previously described. The total oxidation products were determined to be 0.71 wt %. Starting materials: C(C)O (ethanol), C(C)(=O)O (acetic acid), CN1C(=NC2=C1C=CC(=C2)N(CC(=O)OCC)S(=O)(=O)C2=CC=CC=C2)CCC2=CC=C(C=C2)C(N)=N (1-methyl-2-[2-(4-amidinophenyl)-ethyl]-5-[N-(ethoxycarbonylmethyl)-benzenesulphonylamino]-benzimidazole), [OH-].[Na+] (sodium hydroxide). Solvent: O (water), O (water). Yields the product CN1C(=NC2=C1C=CC(=C2)N(CC(=O)O)S(=O)(=O)C2=CC=CC=C2)CCC2=CC=C(C=C2)C(N)=N (1-methyl-2-[2-(4-amidinophenyl)-ethyl]-5-[N-(hydroxycarbonylmethyl)-benzenesulphonylamino]-benzimidazole). Reaction SMILES: [CH3:1][N:2]1[C:6]2[CH:7]=[CH:8][C:9]([N:11]([S:18]([C:21]3[CH:26]=[CH:25][CH:24]=[CH:23][CH:22]=3)(=[O:20])=[O:19])[CH2:12][C:13]([O:15]CC)=[O:14])=[CH:10][C:5]=2[N:4]=[C:3]1[CH2:27][CH2:28][C:29]1[CH:34]=[CH:33][C:32]([C:35](=[NH:37])[NH2:36])=[CH:31][CH:30]=1.[OH-].[Na+].C(O)C.C(O)(=O)C>O>[CH3:1][N:2]1[C:6]2[CH:7]=[CH:8][C:9]([N:11]([S:18]([C:21]3[CH:26]=[CH:25][CH:24]=[CH:23][CH:22]=3)(=[O:20])=[O:19])[CH2:12][C:13]([OH:15])=[O:14])=[CH:10][C:5]=2[N:4]=[C:3]1[CH2:27][CH2:28][C:29]1[CH:30]=[CH:31][C:32]([C:35](=[NH:36])[NH2:37])=[CH:33][CH:34]=1 |f:1.2|. Reported procedure: 0.52 g (0.93 mmol) of 1-methyl-2-[2-(4-amidinophenyl)-ethyl]-5-[N-(ethoxycarbonylmethyl)-benzenesulphonylamino]-benzimidazole and 0.4 g (0.01 mol) of sodium hydroxide are stirred in 5 ml water and 10 ml ethanol for three hours at ambient temperature. Then the mixture is diluted with water and adjusted to pH 4 with glacial acetic acid. The crystalline precipitate is suction filtered and dried. The reactants are CON(C)C(=O)C(Cc1cc(F)c(F)cc1F)NC(=O)OC(C)(C)C, Cc1ccc(C(=O)NC(C)(C)C)c(C)c1. As a reaction SMILES: [C:1]([CH3:2])([CH3:3])([CH3:4])[O:5][C:6]([NH:7][CH:8]([CH2:9][c:10]1[c:11]([F:18])[cH:12][c:13]([F:17])[c:14]([F:16])[cH:15]1)[C:19]([N:20]([O:21][CH3:22])[CH3:23])=[O:24])=[O:25].[C:26]([CH3:27])([CH3:28])([CH3:29])[NH:30][C:31]([c:32]1[c:33]([CH3:39])[cH:34][c:35]([CH3:38])[cH:36][cH:37]1)=[O:40]>>[C:1]([CH3:2])([CH3:3])([CH3:4])[O:5][C:6]([NH:7][CH:8]([CH2:9][c:10]1[c:11]([F:18])[cH:12][c:13]([F:17])[c:14]([F:16])[cH:15]1)[C:19](=[O:24])[CH2:39][c:33]1[c:32]([C:31]([NH:30][C:26]([CH3:27])([CH3:28])[CH3:29])=[O:40])[cH:37][cH:36][c:35]([CH3:38])[cH:34]1)=[O:25]. Product: Cc1ccc(C(=O)NC(C)(C)C)c(CC(=O)C(Cc2cc(F)c(F)cc2F)NC(=O)OC(C)(C)C)c1. Starting materials: C(CCCCCCCCCC)OC1=CC=C(C=C1)CC(=O)OC(C1=CC=CC=C1)C(=O)OC (methoxycarbonylphenylmethyl 4-undecyloxyphenylacetate), CN(C)C=O (DMF), CC(C)([O-])C.[K+] (potassium tertiary butoxide), Cl (HCl). The solvent is C1CCOC1 (THF). Conditions: time 1 hour. Product: C(CCCCCCCCCC)OC1=CC=C(C=C1)C=1C(=O)OC(C1O)C1=CC=CC=C1 (2-(4-undecyloxyphenyl)-3-hydroxy-4-phenyl-2-buten-4-olide). Yield: 69.0%. RXN SMILES: [CH2:1]([O:12][C:13]1[CH:18]=[CH:17][C:16]([CH2:19][C:20]([O:22][CH:23](C(OC)=O)[C:24]2[CH:29]=[CH:28][CH:27]=[CH:26][CH:25]=2)=[O:21])=[CH:15][CH:14]=1)[CH2:2][CH2:3][CH2:4][CH2:5][CH2:6][CH2:7][CH2:8][CH2:9][CH2:10][CH3:11].CC(C)([O-])C.[K+].Cl.CN([CH:44]=[O:45])C>C1COCC1>[CH2:1]([O:12][C:13]1[CH:14]=[CH:15][C:16]([C:19]2[C:20]([O:22][CH:23]([C:24]3[CH:29]=[CH:28][CH:27]=[CH:26][CH:25]=3)[C:44]=2[OH:45])=[O:21])=[CH:17][CH:18]=1)[CH2:2][CH2:3][CH2:4][CH2:5][CH2:6][CH2:7][CH2:8][CH2:9][CH2:10][CH3:11] |f:1.2|. Procedure details: In a mixture of THF (10 ml) and DMF (1 ml) was dissolved methoxycarbonylphenylmethyl 4-undecyloxyphenylacetate (1.4 g, 3 mmol.). To the solution was added at room temperature potassium tertiary butoxide (1.5 g, 0.012 mol.) The mixture was stirred at room temperature for one hour, to which was added 2N HCl (30 ml), followed by extraction with ethyl acetate. The organic layer was washed with water, dried and concentrated under reduced pressure Resultant crude crystals were recrystallized from IPE-... Solvent: C1(=CC=CC=C1)C (toluene), C(C)N(CC)CC (triethylamine), ClCCl (dichloromethane). The reactants are C(C1=CC=CC=C1)OC1=CC=C(C=C1)C=1C(N2C=CC3=C(C2=C(C1)C(=O)O)N=CN3C)=O (8-(4-benzyloxy-phenyl)-3-methyl-7-oxo-3,7-dihydro-imidazo[4,5-a]quinolizine-10-carboxylic acid), COCCNC1=CC=CC=C1 ((2-methoxy-ethyl)-phenyl-amine), O=S(Cl)Cl (SOCl2), CN(C)C=O (DMF). Procedure: From 8-(4-benzyloxy-phenyl)-3-methyl-7-oxo-3,7-dihydro-imidazo[4,5-a]quinolizine-10-carboxylic acid with SOCl2 and DMF in toluene and treatment with triethylamine and (2-methoxy-ethyl)-phenyl-amine in dichloromethane. Yields the product COCCN(C(=O)C=1C=C(C(N2C=CC3=C(C12)N=CN3C)=O)C3=CC=C(C=C3)OCC3=CC=CC=C3)C3=CC=CC=C3 (8-(4-Benzyloxy-phenyl)-3-methyl-7-oxo-3,7-dihydro-imidazo[4,5-a]-quinolizine-10-carboxylic acid (2-methoxy-ethyl)-phenyl-amide). RXN SMILES: [CH2:1]([O:8][C:9]1[CH:14]=[CH:13][C:12]([C:15]2[C:16](=[O:32])[N:17]3[C:22](=[C:23]([C:25](O)=[O:26])[CH:24]=2)[C:21]2[N:28]=[CH:29][N:30]([CH3:31])[C:20]=2[CH:19]=[CH:18]3)=[CH:11][CH:10]=1)[C:2]1[CH:7]=[CH:6][CH:5]=[CH:4][CH:3]=1.O=S(Cl)Cl.CN(C=O)C.[CH3:42][O:43][CH2:44][CH2:45][NH:46][C:47]1[CH:52]=[CH:51][CH:50]=[CH:49][CH:48]=1>C1(C)C=CC=CC=1.ClCCl.C(N(CC)CC)C>[CH3:42][O:43][CH2:44][CH2:45][N:46]([C:47]1[CH:52]=[CH:51][CH:50]=[CH:49][CH:48]=1)[C:25]([C:23]1[CH:24]=[C:15]([C:12]2[CH:11]=[CH:10][C:9]([O:8][CH2:1][C:2]3[CH:7]=[CH:6][CH:5]=[CH:4][CH:3]=3)=[CH:14][CH:13]=2)[C:16](=[O:32])[N:17]2[C:22]=1[C:21]1[N:28]=[CH:29][N:30]([CH3:31])[C:20]=1[CH:19]=[CH:18]2)=[O:26]. Yields the product NC1=CC=C(C(=O)N2CC=3N(CC4=C2C=CS4)C=CC3)C=C1 (4,10-Dihydro-4-(4-aminobenzoyl)-5H-pyrrolo[1,2-a]thieno[3,2-e][1,4]diazepine). Reaction conditions: time 5 hour. Reactants: [N+](=O)([O-])C1=CC=C(C(=O)N2CC=3N(CC4=C2C=CS4)C=CC3)C=C1 (4,10-dihydro-4-(4-nitrobenzoyl)-5H-pyrrolo-[1,2-a]thieno[3,2-e][1,4]diazepine), C(C)(=O)OCC (ethyl acetate). Solvent: C(C)O (ethyl alcohol). As a reaction SMILES: [N+:1]([C:4]1[CH:24]=[CH:23][C:7]([C:8]([N:10]2[C:16]3[CH:17]=[CH:18][S:19][C:15]=3[CH2:14][N:13]3[CH:20]=[CH:21][CH:22]=[C:12]3[CH2:11]2)=[O:9])=[CH:6][CH:5]=1)([O-])=O.C(OCC)(=O)C>C(O)C.[Pd]>[NH2:1][C:4]1[CH:24]=[CH:23][C:7]([C:8]([N:10]2[C:16]3[CH:17]=[CH:18][S:19][C:15]=3[CH2:14][N:13]3[CH:20]=[CH:21][CH:22]=[C:12]3[CH2:11]2)=[O:9])=[CH:6][CH:5]=1. Reported procedure: A mixture of 5 mmol of 4,10-dihydro-4-(4-nitrobenzoyl)-5H-pyrrolo-[1,2-a]thieno[3,2-e][1,4]diazepine in 25 ml of ethyl alcohol and 25 ml of ethyl acetate containing 0.2 g of 10% Pd/C is hydrogenated for 5 hours. The reaction mixture is filtered through a pad of diatomaceous earth. The filtrate is concentrated in vacuo to a solid which is purified by flash chromatography on silica gel to give the desired product. The reagents and catalysts are [Pd] (Pd/C). The yield is 87.7%. As a reaction SMILES: Br[CH2:2][B-:3]([F:6])([F:5])[F:4].[K+:7].[CH3:8][C@@H:9]1[NH:14][CH2:13][CH2:12][N:11]([C:15]([O:17][C:18]([CH3:21])([CH3:20])[CH3:19])=[O:16])[CH2:10]1.C([O-])([O-])=O.[K+].[K+]>C1COCC1>[C:18]([O:17][C:15]([N:11]1[CH2:12][CH2:13][N:14]([CH2:2][B-:3]([F:6])([F:5])[F:4])[C@@H:9]([CH3:8])[CH2:10]1)=[O:16])([CH3:21])([CH3:19])[CH3:20].[K+:7] |f:0.1,3.4.5,7.8|. Product: C(C)(C)(C)OC(=O)N1C[C@@H](N(CC1)C[B-](F)(F)F)C.[K+] (POTASSIUM (S)-((4-(Tert-Butoxycarbonyl)-2-Methylpiperazin-1-yl)Methyl)Trifluoroborate). Solvent: C1CCOC1 (THF). Procedure: A mixture of potassium (bromomethyl)trifluoroborate (Aldrich, 1.20 g, 5.38 mmol) and (S)-tert-butyl 3-methylpiperazine-1-carboxylate (Aldrich, 1.131 g, 5.65 mmol) in THF (7.00 mL) was heated at 80° C. under nitrogen for 24 h. The mixture was allowed to cool to ambient temperature and was then concentrated in vacuo. The residue was re-dissolved in acetone (125 mL) and treated with K2CO3 (1 eq). The suspension was stirred for 30 min and then filtered through a short plug of Celite® (diatomaceous e... Reaction conditions: temperature 80 celsius, time 30 minute. The reactants are BrC[B-](F)(F)F.[K+] (potassium (bromomethyl)trifluoroborate), C[C@H]1CN(CCN1)C(=O)OC(C)(C)C ((S)-tert-butyl 3-methylpiperazine-1-carboxylate), C(=O)([O-])[O-].[K+].[K+] (K2CO3).